From a dataset of the Open Reaction Database (ORD), a public repository of structured organic reaction records. describe an organic reaction: reactants, conditions, products, and yield Reactants: C1(CC1)N(S(=O)(=O)C1=C(C=C(C=C1C)OC)C)CC1=CC(=CO1)C(=O)O (5-({cyclopropyl[(4-methoxy-2,6-dimethylphenyl)sulfonyl]amino}methyl)furan-3-carboxylic acid), CCN(C(C)C)C(C)C (DIPEA), Cl.Cl.CNCC1=CC=C(CN2CC(CCC2)O)C=C1 (1-{4-[(methylamino)methyl]benzyl}piperidin-3-ol dihydrochloride), CCN=C=NCCCN(C)C (EDCI), C=1C=CC2=C(C1)N=NN2O (HOBt). Solvent: C(Cl)Cl (DCM). Yields the product C1(CC1)N(S(=O)(=O)C1=C(C=C(C=C1C)OC)C)CC1=CC(=CO1)C(=O)N(C)CC1=CC=C(C=C1)CN1CC(CCC1)O (5-({Cyclopropyl[(4-methoxy-2,6-dimethylphenyl)sulfonyl]amino}methyl)-N-{4-[(3-hydroxypiperidin-1-yl)methyl]benzyl}-N-methylfuran-3-carboxamide). Reaction SMILES: [CH:1]1([N:4]([CH2:18][C:19]2[O:23][CH:22]=[C:21]([C:24]([OH:26])=O)[CH:20]=2)[S:5]([C:8]2[C:13]([CH3:14])=[CH:12][C:11]([O:15][CH3:16])=[CH:10][C:9]=2[CH3:17])(=[O:7])=[O:6])[CH2:3][CH2:2]1.CCN=C=NCCCN(C)C.C1C=CC2N(O)N=NC=2C=1.CCN(C(C)C)C(C)C.Cl.Cl.[CH3:59][NH:60][CH2:61][C:62]1[CH:75]=[CH:74][C:65]([CH2:66][N:67]2[CH2:72][CH2:71][CH2:70][CH:69]([OH:73])[CH2:68]2)=[CH:64][CH:63]=1>C(Cl)Cl>[CH:1]1([N:4]([CH2:18][C:19]2[O:23][CH:22]=[C:21]([C:24]([N:60]([CH2:61][C:62]3[CH:75]=[CH:74][C:65]([CH2:66][N:67]4[CH2:72][CH2:71][CH2:70][CH:69]([OH:73])[CH2:68]4)=[CH:64][CH:63]=3)[CH3:59])=[O:26])[CH:20]=2)[S:5]([C:8]2[C:9]([CH3:17])=[CH:10][C:11]([O:15][CH3:16])=[CH:12][C:13]=2[CH3:14])(=[O:7])=[O:6])[CH2:3][CH2:2]1 |f:4.5.6|. Reported procedure: The title compound was prepared according to general procedure BH using 5-({cyclopropyl[(4-methoxy-2,6-dimethylphenyl)sulfonyl]amino}methyl)furan-3-carboxylic acid (40 mg, 0.105 mmol), EDCI (28 mg, 0.158 mmol), HOBt (21 mg, 0.16 mmol), DIPEA (0.036 mL, 0.21 mmol), 1-{4-[(methylamino)methyl]benzyl}piperidin-3-ol dihydrochloride (34 mg, 0.13 mmol) and DCM (10 mL). Reactants: potassium tert.-butylate, ClC(C1=CC=2C(CCC(C2C=C1)(C)C)(C)C)P(OCC)(OCC)=O (diethyl 1-chloro-1-(5,6,7,8-tetrahydro-5,5,8,8-tetramethylnaphth-2-yl)-methylphosphonate), ice water, S(O)(O)(=O)=O (sulfuric acid), C(=O)(O)C1=CC=C(C=O)C=C1 (4-carboxybenzaldehyde). Product: CC1(C=2C=CC(=CC2C(CC1)(C)C)C#CC1=CC=C(C(=O)O)C=C1)C (4-[(5,6,7,8-Tetrahydro-5,5,8,8-tetramethylnaphth-2-yl)-ethynyl]-benzoic acid). Run at time 1 hour. RXN SMILES: Cl[CH:2](P(=O)(OCC)OCC)[C:3]1[CH:12]=[CH:11][C:10]2[C:9]([CH3:14])([CH3:13])[CH2:8][CH2:7][C:6]([CH3:16])([CH3:15])[C:5]=2[CH:4]=1.[C:25]([C:28]1[CH:35]=[CH:34][C:31]([CH:32]=O)=[CH:30][CH:29]=1)([OH:27])=[O:26].S(=O)(=O)(O)O>CS(C)=O>[CH3:13][C:9]1([CH3:14])[CH2:8][CH2:7][C:6]([CH3:16])([CH3:15])[C:5]2[CH:4]=[C:3]([C:2]#[C:32][C:31]3[CH:34]=[CH:35][C:28]([C:25]([OH:27])=[O:26])=[CH:29][CH:30]=3)[CH:12]=[CH:11][C:10]1=2. The solvent is CS(=O)C (dimethyl sulfoxide), CS(=O)C (dimethyl sulfoxide). The yield is 70.3%. Procedure: 22.6 g (0.06 mole) of diethyl 1-chloro-1-(5,6,7,8-tetrahydro-5,5,8,8-tetramethylnaphth-2-yl)-methylphosphonate (about 85% strength) and 9 g of 4-carboxybenzaldehyde in 190 ml of dry dimethyl sulfoxide were initially taken. 21 g (0.185 mole) of potassium tert.-butylate in 65 ml of dimethyl sulfoxide were added dropwise to the stirred mixture at room temperature. Stirring was continued for 1 hour, after which the reaction mixture was poured onto 1 liter of ice water and acidified with 20% strength... The reactants are C1(=CC=CC=C1)B(O)O (Phenylboronic acid), C1(=CC=CC=C1)C (toluene), aqueous solution, C([O-])([O-])=O.[Na+].[Na+] (sodium carbonate), FC(C=1C=C(CN2C(C3=C(OCCC2)N=CC=C3I)=O)C=C(C1)C(F)(F)F)(F)F (5-[3,5-bis(trifluoromethyl)benzyl]-7-iodo6-oxo-2,3,4,5-tetrahydro-6H-pyrido[2,3-b][1,5]oxazocine). Reagents/catalysts: C=1C=CC(=CC1)[P](C=2C=CC=CC2)(C=3C=CC=CC3)[Pd]([P](C=4C=CC=CC4)(C=5C=CC=CC5)C=6C=CC=CC6)([P](C=7C=CC=CC7)(C=8C=CC=CC8)C=9C=CC=CC9)[P](C=1C=CC=CC1)(C=1C=CC=CC1)C=1C=CC=CC1 (tetrakis(triphenylphosphine)palladium). Run in O1CCOCC1 (1,4-dioxane), C(C)(=O)OCC (ethyl acetate). Conditions: time 7 hour. Product: FC(C=1C=C(CN2C(C3=C(OCCC2)N=CC=C3C3=CC=CC=C3)=O)C=C(C1)C(F)(F)F)(F)F (5-[3,5-bis(trifluoromethyl)benzyl]-6-oxo-7-phenyl-2,3,4,5-tetrahydro-6H-pyrido[2,3-b][1,5]oxazocine). Yield: 80.5%. Reaction SMILES: [C:1]1(B(O)O)[CH:6]=[CH:5][CH:4]=[CH:3][CH:2]=1.C1(C)C=CC=CC=1.C(=O)([O-])[O-].[Na+].[Na+].[F:23][C:24]([F:51])([F:50])[C:25]1[CH:26]=[C:27]([CH:43]=[C:44]([C:46]([F:49])([F:48])[F:47])[CH:45]=1)[CH2:28][N:29]1[CH2:36][CH2:35][CH2:34][O:33][C:32]2[N:37]=[CH:38][CH:39]=[C:40](I)[C:31]=2[C:30]1=[O:42]>C(OCC)(=O)C.C1C=CC([P]([Pd]([P](C2C=CC=CC=2)(C2C=CC=CC=2)C2C=CC=CC=2)([P](C2C=CC=CC=2)(C2C=CC=CC=2)C2C=CC=CC=2)[P](C2C=CC=CC=2)(C2C=CC=CC=2)C2C=CC=CC=2)(C2C=CC=CC=2)C2C=CC=CC=2)=CC=1.O1CCOCC1>[F:23][C:24]([F:51])([F:50])[C:25]1[CH:26]=[C:27]([CH:43]=[C:44]([C:46]([F:49])([F:48])[F:47])[CH:45]=1)[CH2:28][N:29]1[CH2:36][CH2:35][CH2:34][O:33][C:32]2[N:37]=[CH:38][CH:39]=[C:40]([C:1]3[CH:6]=[CH:5][CH:4]=[CH:3][CH:2]=3)[C:31]=2[C:30]1=[O:42] |f:2.3.4,^1:61,63,82,101|. Procedure details: Phenylboronic acid (417 mg), tetrakis(triphenylphosphine)palladium (132 mg), toluene (10 mL), 1,4-dioxane (5 mL), and a 2 mol/L aqueous solution of sodium carbonate (10 mL) were added to 5-[3,5-bis(trifluoromethyl)benzyl]-7-iodo6-oxo-2,3,4,5-tetrahydro-6H-pyrido[2,3-b][1,5]oxazocine (compound of Reference Example 3; 1.00 g). While heated, the mixture was stirred for 7 hours under a stream of argon gas. The reaction mixture was diluted with ethyl acetate, and the diluted mixture was washed with a... Yields the product CC(C)(C)OC(=O)N1CCCC1COC(c1ccc(N)cc1)(C(F)(F)F)C(F)(F)F. RXN SMILES: [C:18]([CH3:19])([CH3:20])([CH3:21])[O:22][C:23](=[O:24])[N:25]1[CH:26]([CH2:30][OH:31])[CH2:27][CH2:28][CH2:29]1.[CH2:63]1[O:64][CH2:65][CH2:66][CH2:67]1.[NH2:1][c:2]1[cH:3][cH:4][c:5]([C:8]([C:9]([F:10])([F:11])[F:12])([C:13]([F:14])([F:15])[F:16])[OH:17])[cH:6][cH:7]1.[O:51]=[C:52]([O:53][CH2:54][CH3:55])[N:56]=[N:57][C:58]([O:59][CH2:60][CH3:61])=[O:62].[c:32]1([P:33]([c:34]2[cH:35][cH:36][cH:37][cH:38][cH:39]2)[c:40]2[cH:41][cH:42][cH:43][cH:44][cH:45]2)[cH:46][cH:47][cH:48][cH:49][cH:50]1>>[NH2:1][c:2]1[cH:3][cH:4][c:5]([C:8]([C:9]([F:10])([F:11])[F:12])([C:13]([F:14])([F:15])[F:16])[O:17][CH2:30][CH:26]2[N:25]([C:23]([O:22][C:18]([CH3:19])([CH3:20])[CH3:21])=[O:24])[CH2:29][CH2:28][CH2:27]2)[cH:6][cH:7]1. Starting materials: CC(C)(C)OC(=O)N1CCCC1CO, C1CCOC1, Nc1ccc(C(O)(C(F)(F)F)C(F)(F)F)cc1, CCOC(=O)N=NC(=O)OCC, c1ccc(P(c2ccccc2)c2ccccc2)cc1. As a reaction SMILES: [C:1]([CH3:2])(=[O:3])[O:4][CH:5]([CH2:6][CH2:7][CH2:8][CH2:9][n:10]1[c:11](=[O:24])[n:12]([CH3:23])[c:13]2[n:14][c:15]3[n:16]([c:17]2[c:18]1=[O:19])[CH2:20][CH2:21][NH:22]3)[CH3:25].[CH2:35]([CH3:36])[O:37][CH2:38][Cl:39].[CH:26]([N:27]([CH:28]([CH3:29])[CH3:30])[CH2:31][CH3:32])([CH3:33])[CH3:34].[CH:40]([Cl:41])([Cl:42])[Cl:43]>>[C:1]([CH3:2])(=[O:3])[O:4][CH:5]([CH2:6][CH2:7][CH2:8][CH2:9][n:10]1[c:11](=[O:24])[n:12]([CH3:23])[c:13]2[n:14][c:15]3[n:16]([c:17]2[c:18]1=[O:19])[CH2:20][CH2:21][N:22]3[CH2:38][O:37][CH2:35][CH3:36])[CH3:25]. Product: CCOCN1CCn2c1nc1c2c(=O)n(CCCCC(C)OC(C)=O)c(=O)n1C. Starting materials: CC(=O)OC(C)CCCCn1c(=O)c2c(nc3n2CCN3)n(C)c1=O, CCOCCl, CCN(C(C)C)C(C)C, ClC(Cl)Cl. Starting materials: 1, Cl.NCC1=CC(CC2=C(C(=CC=C12)OC)OC)C1=CC=CC=C1 (aminomethyl 3,4-dihydro-5,6-dimethoxy-3-phenyl naphthalene hydrochloride), [H][H] (hydrogen). The reagents and catalysts are [Pd] (palladium). The solvent is C(C)O (ethanol). Conditions: time 8 hour. Product: Cl.NC[C@@H]1C[C@@H](CC2=C(C(=CC=C12)OC)OC)C1=CC=CC=C1 ([1R,3S]1-aminomethyl-5,6-dimethoxy-3-phenyl 1,2,3,4-tetrahydro-naphthalene hydrochloride). Yield: 100.0%. RXN SMILES: [ClH:1].[NH2:2][CH2:3][C:4]1[C:13]2[C:8](=[C:9]([O:16][CH3:17])[C:10]([O:14][CH3:15])=[CH:11][CH:12]=2)[CH2:7][CH:6]([C:18]2[CH:23]=[CH:22][CH:21]=[CH:20][CH:19]=2)[CH:5]=1.[H][H]>C(O)C.[Pd]>[ClH:1].[NH2:2][CH2:3][C@H:4]1[C:13]2[C:8](=[C:9]([O:16][CH3:17])[C:10]([O:14][CH3:15])=[CH:11][CH:12]=2)[CH2:7][C@@H:6]([C:18]2[CH:19]=[CH:20][CH:21]=[CH:22][CH:23]=2)[CH2:5]1 |f:0.1,5.6|. Procedure details: To 0.2 g (0.67 mmol) of 1 aminomethyl 3,4-dihydro-5,6-dimethoxy-3-phenyl naphthalene hydrochloride, from Step 2, of Example 2, in 5 mL of absolute ethanol was added 0.05 g of 10% palladium supported on carbon. The reaction mixture was sealed under a blanket of hydrogen and stirred overnight at ambient temperature. The reaction mixture was flushed with nitrogen before it was filtered through Celite filter aid and washed with 15 mL of absolute ethanol and 15 mL of methylene chloride. The filtrate ...